Dataset: the Open Reaction Database (ORD), a public repository of structured organic reaction records. Task: describe an organic reaction: reactants, conditions, products, and yield Starting materials: NC=1C=C(C=CC1)C1C(=C(NC(=C1C(=O)OC)C)C)C(=O)OC (4-(3-Aminophenyl)-1,4-dihydro-2,6-dimethyl-3,5-pyridinedicarboxylic acid, dimethyl ester), ClCCCCC(=O)Cl (5-Chlorovaleryl chloride). The solvent is C1CCOC1 (THF), C1CCOC1 (THF). Run at temperature 0 celsius, time 1 hour. Yields the product ClCCCCC(=O)NC=1C=C(C=CC1)C1C(=C(NC(=C1C(=O)OC)C)C)C(=O)OC (1,4-Dihydro-4-[3-[[5-chloro-1-oxo-1-pentyl]amino]phenyl]-2,6-dimethyl-3,5-pyridinedicarboxylic acid, dimethyl ester). Isolated yield 99.8%. As a reaction SMILES: [NH2:1][C:2]1[CH:3]=[C:4]([CH:8]2[C:13]([C:14]([O:16][CH3:17])=[O:15])=[C:12]([CH3:18])[NH:11][C:10]([CH3:19])=[C:9]2[C:20]([O:22][CH3:23])=[O:21])[CH:5]=[CH:6][CH:7]=1.[Cl:24][CH2:25][CH2:26][CH2:27][CH2:28][C:29](Cl)=[O:30]>C1COCC1>[Cl:24][CH2:25][CH2:26][CH2:27][CH2:28][C:29]([NH:1][C:2]1[CH:3]=[C:4]([CH:8]2[C:9]([C:20]([O:22][CH3:23])=[O:21])=[C:10]([CH3:19])[NH:11][C:12]([CH3:18])=[C:13]2[C:14]([O:16][CH3:17])=[O:15])[CH:5]=[CH:6][CH:7]=1)=[O:30]. Procedure details: 4-(3-Aminophenyl)-1,4-dihydro-2,6-dimethyl-3,5-pyridinedicarboxylic acid, dimethyl ester (2.3 g, 7.28 mmol) was dissolved in THF (50 mL) and cooled to 0° C. 5-Chlorovaleryl chloride (1.13 g, 7.28 mmol) was dissolved in THF (15 mL) and added dropwise to the mixture over 15 min. The mixture was stirred at 0° C. for 1 h., the solvent removed in vacuo, and the residue was extracted using CH2Cl2 /water. The CH2Cl2 layer was dried over Na2SO4, filtered, and concentrated in vacuo. Silica gel chromatogr... Reactants: CC(=C)C1=CC=CC=C1 (α-methylstyrene), [O-]O.C1(=CC=CC=C1)C(C)C (cumene hydroperoxide), C1(=CC=CC=C1)C(C)C.C1(=CC=CC=C1)O (cumene phenol), C1(=CC=CC=C1)C(C)C.C1(=CC=CC=C1)O (cumene phenol). Product: C1(=CC=CC=C1)C(C)C (cumene). RXN SMILES: [CH3:1][C:2]([C:4]1[CH:9]=[CH:8][CH:7]=[CH:6][CH:5]=1)=[CH2:3].C1(C(C)C)C=CC=CC=1.C1(O)C=CC=CC=1.[O-]O.C1(C(C)C)C=CC=CC=1>>[C:4]1([CH:2]([CH3:3])[CH3:1])[CH:9]=[CH:8][CH:7]=[CH:6][CH:5]=1 |f:1.2,3.4|. Reported procedure: However, the typical process for industrial production of α-methylstyrene is the cumene-phenol production process. This cumene-phenol production process contains a step in which cumene hydroperoxide obtained by oxidation of raw material cumene is concentrated to 80 to 85% followed by acid decomposition to phenol and acetone and neutralization/washing. The resulting crude phenol contains such substances as acetone, water, cumene, α-methylstyrene and phenol, and purified phenol is produced from th... The reactants are C(\C=C\C)OC1CN(CCC1=O)C(=O)OC(C)(C)C (tert-Butyl 3-[(2E)-2-buten-1-yloxy]-4-oxopiperidine-1-carboxylate), ClCCCl (1,2-dichloroethane), C(C1=CC=CC=C1)N (benzylamine), C(C)(=O)O[BH-](OC(C)=O)OC(C)=O.[Na+] (sodium (triacetoxy)borohydride). Yield: 99.0%. Reported procedure: The same operation as in Example (90c) was performed using tert-butyl 3-[(2E)-2-buten-1-yloxy]-4-oxopiperidine-1-carboxylate obtained in Example (119b) (5 g, 16 mmol), benzylamine (2.04 g, 19 mmol), sodium (triacetoxy)borohydride (7.41 g, 35 mmol) and 1,2-dichloroethane (50 mL). The resulting residue was purified by silica gel column chromatography (elution solvent: hexane/ethyl acetate=4/1, 1/1, 1/3, 0/1) to obtain 5.74 g of the title compound as a colorless solid (99%). The product is C(C1=CC=CC=C1)N[C@@H]1C[C@@H](N(CC1)C(=O)OC(C)(C)C)OC\C=C\C (tert-Butyl cis(±)-4-(benzylamino)-[(2E)-2-buten-1-yloxy]piperidine-1-carboxylate). As a reaction SMILES: C(O[CH:6]1[C:11](=O)[CH2:10][CH2:9][N:8]([C:13]([O:15][C:16]([CH3:19])([CH3:18])[CH3:17])=[O:14])[CH2:7]1)/C=C/C.[CH2:20]([NH2:27])[C:21]1[CH:26]=[CH:25][CH:24]=[CH:23][CH:22]=1.C(O[BH-](O[C:38](=[O:40])[CH3:39])OC(=O)C)(=O)C.[Na+].Cl[CH2:43][CH2:44]Cl>>[CH2:20]([NH:27][C@H:11]1[CH2:6][CH2:7][N:8]([C:13]([O:15][C:16]([CH3:17])([CH3:18])[CH3:19])=[O:14])[C@@H:9]([O:40][CH2:38]/[CH:39]=[CH:43]/[CH3:44])[CH2:10]1)[C:21]1[CH:26]=[CH:25][CH:24]=[CH:23][CH:22]=1 |f:2.3|. Starting materials: CCC(CC)CBr, CCO, NCCCCO. Yields the product CCC(CC)CNCCCCO. As a reaction SMILES: [Br:1][CH2:2][CH:3]([CH2:4][CH3:5])[CH2:6][CH3:7].[CH3:14][CH2:15][OH:16].[NH2:8][CH2:9][CH2:10][CH2:11][CH2:12][OH:13]>>[CH2:2]([CH:3]([CH2:4][CH3:5])[CH2:6][CH3:7])[NH:8][CH2:9][CH2:10][CH2:11][CH2:12][OH:13]. Reactants: C(C1=CC=CC=C1)(=O)OC([C@H](CCCC)NC(=O)OCC1=CC=CC=C1)C(=O)N[C@H](C)C1=CC=CC=C1 ((2S)-2-{[(benzyloxy)carbonyl]amino}-1-({[(1R)-1-phenylethyl]amino}carbonyl)hexyl benzoate), [OH-].[Na+] (sodium hydroxide). Run in O1CCOCC1 (dioxane), O (water), O (water). Product: N[C@H](C(C(=O)N[C@H](C)C1=CC=CC=C1)O)CCCC ((3S)-3-amino-2-hydroxy-N-[(1R)-1-phenylethyl]heptanamide). Isolated yield 95.2%. Reaction SMILES: C([O:9][CH:10]([C:27]([NH:29][C@@H:30]([C:32]1[CH:37]=[CH:36][CH:35]=[CH:34][CH:33]=1)[CH3:31])=[O:28])[C@@H:11]([NH:16]C(OCC1C=CC=CC=1)=O)[CH2:12][CH2:13][CH2:14][CH3:15])(=O)C1C=CC=CC=1.[OH-].[Na+]>O1CCOCC1.O>[NH2:16][C@@H:11]([CH2:12][CH2:13][CH2:14][CH3:15])[CH:10]([OH:9])[C:27]([NH:29][C@@H:30]([C:32]1[CH:33]=[CH:34][CH:35]=[CH:36][CH:37]=1)[CH3:31])=[O:28] |f:1.2|. Procedure: A mixture of 8.75 g (17.4 mmol) of (2S)-2-{[(benzyloxy)carbonyl]amino}-1-({[(1R)-1-phenylethyl]amino}carbonyl)hexyl benzoate and 6.97 g (174 mmol) of sodium hydroxide in 175 mL of dioxane and 75 mL of water was heated at reflux for 3 h. Upon cooling to room temperature, the reaction mixture was diluted with 100 mL of water and extracted with ethyl acetate. The combined ethyl acetate layers were dried over potassium carbonate and concentrated to afford 4.38 g (95%) of (3S)-3-amino-2-hydroxy-N-[(1... The reactants are CC(C)(C)OC(=O)N(Cc1ccc(Cl)c(CO)c1)CC(F)F, CC#N, O=[Mn]=O. Yields the product CC(C)(C)OC(=O)N(Cc1ccc(Cl)c(C=O)c1)CC(F)F. As a reaction SMILES: [C:1]([CH3:2])([CH3:3])([CH3:4])[O:5][C:6]([N:7]([CH2:8][CH:9]([F:10])[F:11])[CH2:12][c:13]1[cH:14][c:15]([CH2:20][OH:21])[c:16]([Cl:19])[cH:17][cH:18]1)=[O:22].[CH3:23][C:24]#[N:25].[O:26]=[Mn:27]=[O:28]>>[C:1]([CH3:2])([CH3:3])([CH3:4])[O:5][C:6]([N:7]([CH2:8][CH:9]([F:10])[F:11])[CH2:12][c:13]1[cH:14][c:15]([CH:20]=[O:21])[c:16]([Cl:19])[cH:17][cH:18]1)=[O:22]. Reactants: COC(=O)C(=O)Cl, CNc1ccc(Cl)cn1. The product is COC(=O)C(=O)N(C)c1ccc(Cl)cn1. As a reaction SMILES: [Cl:10][C:11]([C:12](=[O:13])[O:14][CH3:15])=[O:16].[Cl:1][c:2]1[cH:3][cH:4][c:5]([NH:8][CH3:9])[n:6][cH:7]1>>[Cl:1][c:2]1[cH:3][cH:4][c:5]([N:8]([CH3:9])[C:11]([C:12](=[O:13])[O:14][CH3:15])=[O:16])[n:6][cH:7]1. Starting materials: C=C(CCCCCC)C1CS1, c1ccccc1. The product is CCCCCCC1=CCSC1. RXN SMILES: [S:1]1[CH2:2][CH:3]1[C:4](=[CH2:5])[CH2:6][CH2:7][CH2:8][CH2:9][CH2:10][CH3:11].[cH:12]1[cH:13][cH:14][cH:15][cH:16][cH:17]1>>[S:1]1[CH2:2][CH:5]=[C:4]([CH2:6][CH2:7][CH2:8][CH2:9][CH2:10][CH3:11])[CH2:3]1. Starting materials: COC(=O)C1COCCC1N(S(=O)(=O)C1=CC=C(C=C1)OCC1=CC(=NC2=CC=CC=C12)C)C (4-{methyl-[4-(2-methyl-quinolin-4-ylmethoxy)-benzenesulfonyl]-amino}-tetrahydro-pyran-3-carboxylic acid methyl ester), [OH-].[Li+] (lithium hydroxide), Cl (HCl). Solvent: C1CCOC1.CO.O (THF methanol H2O), C(C)(=O)OCC (ethyl acetate). Product: CN(C1C(COCC1)C(=O)O)S(=O)(=O)C1=CC=C(C=C1)OCC1=CC(=NC2=CC=CC=C12)C (4-{methyl-[4-(2-methyl-quinolin-4-ylmethoxy)-benzenesulfonyl]-amino}-tetrahydro-pyran-3-carboxylic acid), crude solid. Isolated yield 63.0%. As a reaction SMILES: C[O:2][C:3]([CH:5]1[CH:10]([N:11]([CH3:34])[S:12]([C:15]2[CH:20]=[CH:19][C:18]([O:21][CH2:22][C:23]3[C:32]4[C:27](=[CH:28][CH:29]=[CH:30][CH:31]=4)[N:26]=[C:25]([CH3:33])[CH:24]=3)=[CH:17][CH:16]=2)(=[O:14])=[O:13])[CH2:9][CH2:8][O:7][CH2:6]1)=[O:4].[OH-].[Li+].Cl>C1COCC1.CO.O.C(OCC)(=O)C>[CH3:34][N:11]([S:12]([C:15]1[CH:16]=[CH:17][C:18]([O:21][CH2:22][C:23]2[C:32]3[C:27](=[CH:28][CH:29]=[CH:30][CH:31]=3)[N:26]=[C:25]([CH3:33])[CH:24]=2)=[CH:19][CH:20]=1)(=[O:13])=[O:14])[CH:10]1[CH2:9][CH2:8][O:7][CH2:6][CH:5]1[C:3]([OH:4])=[O:2] |f:1.2,4.5.6|. Procedure: A solution of 4-{methyl-[4-(2-methyl-quinolin-4-ylmethoxy)-benzenesulfonyl]-amino}-tetrahydro-pyran-3-carboxylic acid methyl ester (0.2 g, 0.41 mmol) and lithium hydroxide (0.148 g, 4.1 mmol) in THF:methanol:H2O (2.5: 1.5:1.5 mL) was stirred at 25° C. for 19 h. The solution was then diluted with ethyl acetate (2×30 mL) and the aqueous layer was acidified with 2N HCl to pH ˜2. The aqueous layer was washed with ethyl acetate (3×40 mL). The combined organic layers were dried over MgSO4, filtered an... Starting materials: ClCCl, CCCCN=C=O, COC(=O)c1ccc(CNCCN(C)C)cc1, ClC(Cl)Cl, [Na+], O=C([O-])O. Yields the product CCCCNC(=O)N(CCN(C)C)Cc1ccc(C(=O)OC)cc1. Reaction SMILES: [CH2:30]([Cl:31])[Cl:32].[CH3:18][CH2:19][CH2:20][CH2:21][N:22]=[C:23]=[O:24].[CH3:1][N:2]([CH2:3][CH2:4][NH:5][CH2:6][c:7]1[cH:8][cH:9][c:10]([C:11](=[O:12])[O:13][CH3:14])[cH:15][cH:16]1)[CH3:17].[CH:33]([Cl:34])([Cl:35])[Cl:36].[Na+:25].[OH:26][C:27](=[O:28])[O-:29]>>[CH3:1][N:2]([CH2:3][CH2:4][N:5]([CH2:6][c:7]1[cH:8][cH:9][c:10]([C:11](=[O:12])[O:13][CH3:14])[cH:15][cH:16]1)[C:23]([NH:22][CH2:21][CH2:20][CH2:19][CH3:18])=[O:24])[CH3:17].